The task is: describe an organic reaction: reactants, conditions, products, and yield. This data is from the Open Reaction Database (ORD), a public repository of structured organic reaction records. The reactants are C(C)(C)(C)C1=C(C=CC=C1)OCC#C (1-tert-butyl-2-(prop-2-ynyloxy)benzene), ClN1C(CCC1=O)=O (N-chlorosuccinimide). Reagents/catalysts: C(C)(=O)[O-].[Ag+] (silver acetate). Run in CC(=O)C (acetone). The product is C(C)(C)(C)C1=C(C=CC=C1)OCC#CCl (1-tert-butyl-2-(3-chloroprop-2-ynyloxy)benzene). The yield is 102.4%. As a reaction SMILES: [C:1]([C:5]1[CH:10]=[CH:9][CH:8]=[CH:7][C:6]=1[O:11][CH2:12][C:13]#[CH:14])([CH3:4])([CH3:3])[CH3:2].[Cl:15]N1C(=O)CCC1=O>CC(C)=O.C([O-])(=O)C.[Ag+]>[C:1]([C:5]1[CH:10]=[CH:9][CH:8]=[CH:7][C:6]=1[O:11][CH2:12][C:13]#[C:14][Cl:15])([CH3:4])([CH3:3])[CH3:2] |f:3.4|. Procedure details: To a solution of Example 100A (22.2 g, 118 mmol) in acetone (300 mL) was added N-chlorosuccinimide (18.8 g, 141 mmol) and silver acetate (1.96 g, 11.7 mmol). The reaction was heated to reflux for 24 h, cooled, and the solvent removed by evaporation. The residue was taken up in a mixture of water (125 mL) and diethyl ether (125 mL), and filtered to remove the undissolved silver salts. The filtrate was extracted with diethyl ether (150 mL), and the combined organic layers washed with brine (75 mL)...